Dataset: the Open Reaction Database (ORD), a public repository of structured organic reaction records. Task: describe an organic reaction: reactants, conditions, products, and yield Reactants: COc1ccc2nc(Br)sc2c1[N+](=O)[O-], COCCOC, [Na+], [Na+], O=C([O-])[O-], OB(O)c1ccc2c(c1)OCO2, O. Product: COc1ccc2nc(-c3ccc4c(c3)OCO4)sc2c1[N+](=O)[O-]. RXN SMILES: [Br:19][c:20]1[s:21][c:22]2[c:23]([n:24]1)[cH:25][cH:26][c:27]([O:32][CH3:33])[c:28]2[N+:29](=[O:30])[O-:31].[CH3:35][O:36][CH2:37][CH2:38][O:39][CH3:40].[Na+:13].[Na+:14].[O-:15][C:16](=[O:17])[O-:18].[O:1]1[CH2:2][O:3][c:4]2[c:5]1[cH:6][cH:7][c:8]([B:10]([OH:11])[OH:12])[cH:9]2.[OH2:34]>>[O:1]1[CH2:2][O:3][c:4]2[c:5]1[cH:6][cH:7][c:8](-[c:20]1[s:21][c:22]3[c:23]([n:24]1)[cH:25][cH:26][c:27]([O:32][CH3:33])[c:28]3[N+:29](=[O:30])[O-:31])[cH:9]2. The reactants are O=C([O-])[O-], CSc1ccc(C#N)cc1, CO, Cl, NO, [Na+], [Na+], O. Product: CSc1ccc(C(=N)NO)cc1. RXN SMILES: [C:4](=[O:5])([O-:6])[O-:7].[CH3:10][S:11][c:12]1[cH:13][cH:14][c:15]([C:16]#[N:17])[cH:18][cH:19]1.[CH3:21][OH:22].[ClH:1].[NH2:2][OH:3].[Na+:8].[Na+:9].[OH2:20]>>[NH:2]([OH:3])[C:16]([c:15]1[cH:14][cH:13][c:12]([S:11][CH3:10])[cH:19][cH:18]1)=[NH:17]. Reactants: N(C(=O)C)C=1C=C(C=CC1Cl)C(CCCBr)=O (3'-acetamino-4-bromo-4'-chlorobutyrophenone), N1C=NC=C1 (imidazole). Product: NC=1C=C(C=CC1Cl)C=1C=2N(CCC1)C=CN2 (8-(3-Amino-4-chlorophenyl)-5,6-dihydroimidazo[1,2-a]pyridine). As a reaction SMILES: [NH:1]([C:5]1[CH:6]=[C:7]([C:12](=O)[CH2:13][CH2:14][CH2:15]Br)[CH:8]=[CH:9][C:10]=1[Cl:11])C(C)=O.[NH:18]1[CH:22]=[CH:21][N:20]=[CH:19]1>>[NH2:1][C:5]1[CH:6]=[C:7]([C:12]2[C:19]3[N:18]([CH:22]=[CH:21][N:20]=3)[CH2:15][CH2:14][CH:13]=2)[CH:8]=[CH:9][C:10]=1[Cl:11]. Procedure details: Combine 5 g (15.7 mmol) of 3'-acetamino-4-bromo-4'-chlorobutyrophenone with 15 g (0.22 mol) of imidazole, and heat to 175° C. for 18 hr. Isolate the crude product by crystallization from ether, and add to a solution of 5 g of potassium hydroxide in 20 ml of 1:1 solution of methanol/water. Heat to reflux for 2 hr. Cool to room temperature, and pour the reaction mixture into 100 ml of water with rapid stirring. The resulting precipitate is recrystallized from ether to provide the title compound. Reactants: Cc1cc(Cl)cc(C)c1N, COc1ccc2c(c1)CCn1c-2cc(Cl)nc1=O. Product: COc1ccc2c(c1)CCn1c-2cc(Nc2c(C)cc(Cl)cc2C)nc1=O. As a reaction SMILES: [Cl:19][c:20]1[cH:21][c:22]([CH3:28])[c:23]([NH2:24])[c:25]([CH3:27])[cH:26]1.[Cl:1][c:2]1[n:3][c:4](=[O:18])[n:5]2[c:6]([cH:17]1)-[c:7]1[cH:8][cH:9][c:10]([O:15][CH3:16])[cH:11][c:12]1[CH2:13][CH2:14]2>>[c:2]1([NH:24][c:23]2[c:22]([CH3:28])[cH:21][c:20]([Cl:19])[cH:26][c:25]2[CH3:27])[n:3][c:4](=[O:18])[n:5]2[c:6]([cH:17]1)-[c:7]1[cH:8][cH:9][c:10]([O:15][CH3:16])[cH:11][c:12]1[CH2:13][CH2:14]2. Product: CC(=O)OCC(CSC#N)C(C)C. The reactants are CC(=O)OCC(CBr)C(C)C, CN(C)C=O, [K+], O, N#C[S-]. RXN SMILES: [C:1]([CH3:2])(=[O:3])[O:4][CH2:5][CH:6]([CH:7]([CH3:8])[CH3:9])[CH2:10][Br:11].[CH3:17][N:18]([CH3:19])[CH:20]=[O:21].[K+:12].[OH2:16].[S-:13][C:14]#[N:15]>>[C:1]([CH3:2])(=[O:3])[O:4][CH2:5][CH:6]([CH:7]([CH3:8])[CH3:9])[CH2:10][S:13][C:14]#[N:15]. The reactants are C(C1=CC=CC=C1)OC(=O)N[C@H](C(=O)O)C(C)(C)S ((R)-2-(benzyloxycarbonylamino)-3-mercapto-3-methylbutanoic acid), C=1C=CC2=C(C1)N=NN2O (HOBT), C(CCl)Cl (EDC), TEA, C(C)OC(CCCN)OCC (4,4-diethoxybutan-1-amine). Run in C(Cl)Cl (DCM), C(Cl)Cl (DCM). Reaction conditions: time 8 hour. The product is C(C)OC(CCCNC([C@H](C(C)(C)S)NC(OCC1=CC=CC=C1)=O)=O)OCC ((R)-benzyl 1-(4,4-diethoxybutylamino)-3-mercapto-3-methyl-1-oxobutan-2-ylcarbamate). The yield is 98.1%. Reaction SMILES: [CH2:1]([O:8][C:9]([NH:11][C@@H:12]([C:16]([SH:19])([CH3:18])[CH3:17])[C:13]([OH:15])=O)=[O:10])[C:2]1[CH:7]=[CH:6][CH:5]=[CH:4][CH:3]=1.C1C=CC2N(O)N=NC=2C=1.C(Cl)CCl.[CH2:34]([O:36][CH:37]([O:42][CH2:43][CH3:44])[CH2:38][CH2:39][CH2:40][NH2:41])[CH3:35]>C(Cl)Cl>[CH2:43]([O:42][CH:37]([O:36][CH2:34][CH3:35])[CH2:38][CH2:39][CH2:40][NH:41][C:13](=[O:15])[C@@H:12]([NH:11][C:9](=[O:10])[O:8][CH2:1][C:2]1[CH:3]=[CH:4][CH:5]=[CH:6][CH:7]=1)[C:16]([SH:19])([CH3:18])[CH3:17])[CH3:44]. Reported procedure: To a round bottom flask was added (R)-2-(benzyloxycarbonylamino)-3-mercapto-3-methylbutanoic acid (4.68 g, 16.52 mmol), HOBT (2.53 g, 16.52 mmol), EDC (3.17 g, 16.52 mmol), DCM (50 mL), TEA (2.302 mL, 16.52 mmol) and 4,4-diethoxybutan-1-amine (2.66 g, 16.52 mmol). The reaction was stirred at rt overnight. The reaction was diluted with DCM (150 mL). The organics was washed with water (2×150 mL), saturated aqueous NaCl (100 mL). The organic layer was separated, dried over MgSO4, filtered and conce...